This data is from the Open Reaction Database (ORD), a public repository of structured organic reaction records. The task is: describe an organic reaction: reactants, conditions, products, and yield Reactants: CN(C)C=O, ClSc1ccc(Cl)cc1, O=[N+]([O-])C=C1NCCN1Cc1ccc(Cl)nc1, [H-], [H][H], [Na+], O. RXN SMILES: [CH3:31][N:32]([CH3:33])[CH:34]=[O:35].[Cl:22][c:23]1[cH:24][cH:25][c:26]([S:29][Cl:30])[cH:27][cH:28]1.[Cl:3][c:4]1[n:5][cH:6][c:7]([CH2:10][N:11]2[C:12](=[CH:16][N+:17](=[O:18])[O-:19])[NH:13][CH2:14][CH2:15]2)[cH:8][cH:9]1.[H-:1].[H:20][H:21].[Na+:2].[OH2:36]>>[Cl:3][c:4]1[n:5][cH:6][c:7]([CH2:10][N:11]2[C:12](=[C:16]([N+:17](=[O:18])[O-:19])[S:29][c:26]3[cH:25][cH:24][c:23]([Cl:22])[cH:28][cH:27]3)[NH:13][CH2:14][CH2:15]2)[cH:8][cH:9]1. The product is O=[N+]([O-])C(Sc1ccc(Cl)cc1)=C1NCCN1Cc1ccc(Cl)nc1. Starting materials: CCOC(=O)C1C(C(=O)Nc2ccc(Cl)cc2)C1C(=O)Nc1ccc(-n2ccc(OCC(=O)O)cc2=O)cc1F, CNC, CN1CCOCC1, CCN=C=NCCCN(C)C, Cl, Cl, Cl, CN(C)C=O, On1nnc2ccccc21. The product is CCOC(=O)C1C(C(=O)Nc2ccc(Cl)cc2)C1C(=O)Nc1ccc(-n2ccc(OCC(=O)N(C)C)cc2=O)cc1F. As a reaction SMILES: [CH2:1]([CH3:2])[O:3][C:4](=[O:5])[CH:6]1[CH:7]([C:19]([NH:20][c:21]2[c:22]([F:39])[cH:23][c:24](-[n:27]3[c:28](=[O:38])[cH:29][c:30]([O:33][CH2:34][C:35](=[O:36])[OH:37])[cH:31][cH:32]3)[cH:25][cH:26]2)=[O:40])[CH:8]1[C:9]([NH:10][c:11]1[cH:12][cH:13][c:14]([Cl:17])[cH:15][cH:16]1)=[O:18].[CH3:42][NH:43][CH3:44].[CH3:55][N:56]1[CH2:57][CH2:58][O:59][CH2:60][CH2:61]1.[CH3:63][N:64]([CH3:65])[CH2:66][CH2:67][CH2:68][N:69]=[C:70]=[N:71][CH2:72][CH3:73].[ClH:41].[ClH:62].[ClH:74].[O:75]=[CH:76][N:77]([CH3:78])[CH3:79].[OH:45][n:46]1[c:47]2[cH:48][cH:49][cH:50][cH:51][c:52]2[n:53][n:54]1>>[CH2:1]([CH3:2])[O:3][C:4](=[O:5])[CH:6]1[CH:7]([C:19]([NH:20][c:21]2[c:22]([F:39])[cH:23][c:24](-[n:27]3[c:28](=[O:38])[cH:29][c:30]([O:33][CH2:34][C:35](=[O:36])[N:43]([CH3:42])[CH3:44])[cH:31][cH:32]3)[cH:25][cH:26]2)=[O:40])[CH:8]1[C:9]([NH:10][c:11]1[cH:12][cH:13][c:14]([Cl:17])[cH:15][cH:16]1)=[O:18]. Starting materials: C(C)(C)(C)[Li] (t-butyllithium), COC1=NC2=CC=CC=C2C=C1 (2-methoxyquinoline), C1=CC=CC=2C3C4=CC=CC=C4C(C12)(C3)CN3CCC(CC3)=O (1-(9,10-dihydro-9,10-methanoanthracen-9-ylmethyl)-4-piperidinone), [Li]C1=NC2=CC=CC=C2C=C1 (lithioquinoline). The reagents and catalysts are C(C)(C)NC(C)C (diisopropylamine). Solvent: O1CCCC1 (tetrahydrofuran), O1CCCC1 (tetrahydrofuran). Run at temperature -72 celsius, time 1 hour. The product is C1=CC=CC=2C3C4=CC=CC=C4C(C12)(C3)CN3CCC(CC3)(O)C=3C(=NC1=CC=CC=C1C3)OC (1-(9,10-Dihydro-9,10-methanoanthracen-9-ylmethyl)-4-(2-methoxy-3-quinolinyl)piperidin-4-ol). Isolated yield 65.5%. As a reaction SMILES: C([Li])(C)(C)C.[CH3:6][O:7][C:8]1[CH:17]=[CH:16][C:15]2[C:10](=[CH:11][CH:12]=[CH:13][CH:14]=2)[N:9]=1.[CH:18]1[C:31]2[C:30]3([CH2:33][N:34]4[CH2:39][CH2:38][C:37](=[O:40])[CH2:36][CH2:35]4)[CH2:32][CH:23]([C:24]4[C:29]3=[CH:28][CH:27]=[CH:26][CH:25]=4)[C:22]=2[CH:21]=[CH:20][CH:19]=1.[Li]C1C=CC2C(=CC=CC=2)N=1>O1CCCC1.C(NC(C)C)(C)C>[CH:28]1[C:29]2[C:30]3([CH2:33][N:34]4[CH2:39][CH2:38][C:37]([C:17]5[C:8]([O:7][CH3:6])=[N:9][C:10]6[C:15]([CH:16]=5)=[CH:14][CH:13]=[CH:12][CH:11]=6)([OH:40])[CH2:36][CH2:35]4)[CH2:32][CH:23]([C:22]4[C:31]3=[CH:18][CH:19]=[CH:20][CH:21]=4)[C:24]=2[CH:25]=[CH:26][CH:27]=1. Reported procedure: To a cooled solution (-72° C.) or t-butyllithium (1.7M in pentane, limiting reagent, 1.90 mL, 3.19 mmol) in tetrahydrofuran (24 mL) under nitrogen was added several drops of diisopropylamine (catalytic amount). This was followed by 2-methoxyquinoline (0.69 mL, 4.39 mmol, 1.38 eq). The reaction was stirred at -72° C. for 1 h, warmed to 0° C. and stirred at this temperature for 3 h. After recooling to -72° C., a solution of 1-(9,10-dihydro-9,10-methanoanthracen-9-ylmethyl)-4-piperidinone (describe... Reactants: CCC(NC(=O)OC(C)(C)C)C(=O)O, ClCCl, CN1CCCCC1, CC(C)COC(=O)Cl, CC(N)COc1ccc(Cl)cc1, O. Yields the product CCC(NC(=O)OC(C)(C)C)C(=O)NC(C)COc1ccc(Cl)cc1. As a reaction SMILES: [C:8]([CH3:9])([CH3:10])([CH3:11])[O:12][C:13](=[O:14])[NH:15][CH:16]([C:17](=[O:18])[OH:19])[CH2:20][CH3:21].[CH2:42]([Cl:43])[Cl:44].[CH3:1][N:2]1[CH2:3][CH2:4][CH2:5][CH2:6][CH2:7]1.[Cl:22][C:23]([O:24][CH2:25][CH:26]([CH3:27])[CH3:28])=[O:29].[Cl:30][c:31]1[cH:32][cH:33][c:34]([O:35][CH2:36][CH:37]([CH3:38])[NH2:39])[cH:40][cH:41]1.[OH2:45]>>[C:8]([CH3:9])([CH3:10])([CH3:11])[O:12][C:13](=[O:14])[NH:15][CH:16]([C:17](=[O:19])[NH:39][CH:37]([CH2:36][O:35][c:34]1[cH:33][cH:32][c:31]([Cl:30])[cH:41][cH:40]1)[CH3:38])[CH2:20][CH3:21]. Reactants: Cl (hydrochloric acid), aqueous solution, [OH-].[K+] (potassium hydroxide), COC1=CC(=C(C(=C1)OC)C(CCC1=CC=C(C=C1)OC)=O)OCC(=O)OC (1-(4,6-dimethoxy-2-methoxycarbonylmethoxyphenyl)-3-(4-methoxyphenyl)-1-propanone). Solvent: CO (methanol). Run at time 30 minute. Yields the product C(=O)(O)COC1=C(C(=CC(=C1)OC)OC)C(CCC1=CC=C(C=C1)OC)=O (1-(2-carboxymethoxy-4,6-dimethoxyphenyl)-3-(4-methoxyphenyl)-1-propanone). The yield is 85.7%. RXN SMILES: [CH3:1][O:2][C:3]1[CH:8]=[C:7]([O:9][CH3:10])[C:6]([C:11](=[O:22])[CH2:12][CH2:13][C:14]2[CH:19]=[CH:18][C:17]([O:20][CH3:21])=[CH:16][CH:15]=2)=[C:5]([O:23][CH2:24][C:25]([O:27]C)=[O:26])[CH:4]=1.[OH-].[K+].Cl>CO>[C:25]([CH2:24][O:23][C:5]1[CH:4]=[C:3]([O:2][CH3:1])[CH:8]=[C:7]([O:9][CH3:10])[C:6]=1[C:11](=[O:22])[CH2:12][CH2:13][C:14]1[CH:15]=[CH:16][C:17]([O:20][CH3:21])=[CH:18][CH:19]=1)([OH:27])=[O:26] |f:1.2|. Reported procedure: Then, 6.05 g of 1-(4,6-dimethoxy-2-methoxycarbonylmethoxyphenyl)-3-(4-methoxyphenyl)-1-propanone was dissolved in 50 ml of methanol, and 30 ml of a 5% aqueous solution of potassium hydroxide was added to the solution and the mixture was stirred at room temperature for 30 minutes to effect reaction. After the reaction, the reaction mixture was made acidic by addition of dilute hydrochloric acid, extracted with diethyl ether and filtered, and the solvent was removed from the filtrate by distillati... The reactants are K2SO4, ice, sulfoxide, K2SO4, C(#N)C1=C(OC2=C1C=C(C(=C2)N(S(=O)(=O)C)CCSC)C2CC2)C2=CC=C(C=C2)F (N-[3-cyano-5-cyclopropyl-2-(4-fluorophenyl)-1-benzofuran-6-yl]-N-[2-(methylthio)ethyl]methanesulfonamide), OS(=O)(=O)[O-].[K+] (KHSO4), KHSO5, OS(=O)(=O)[O-].[K+] (KHSO4), K2SO4, sulfone, title compounds, OS(=O)(=O)[O-].[K+] (KHSO4), KHSO5. The solvent is O (water), CO (methanol), O (water). Conditions: time 22 hour. Product: C(#N)C1=C(OC2=C1C=C(C(=C2)N(S(=O)(=O)C)CCS(=O)C)C2CC2)C2=CC=C(C=C2)F (N-[3-cyano-5-cyclopropyl-2-(4-fluorophenyl)-1-benzofuran-6-yl]-N-[2-(methylsulfinyl)ethyl]methanesulfonamide). As a reaction SMILES: [C:1]([C:3]1[C:7]2[CH:8]=[C:9]([CH:21]3[CH2:23][CH2:22]3)[C:10]([N:12]([CH2:17][CH2:18][S:19][CH3:20])[S:13]([CH3:16])(=[O:15])=[O:14])=[CH:11][C:6]=2[O:5][C:4]=1[C:24]1[CH:29]=[CH:28][C:27]([F:30])=[CH:26][CH:25]=1)#[N:2].[OH:31]S([O-])(=O)=O.[K+]>CO.O>[C:1]([C:3]1[C:7]2[CH:8]=[C:9]([CH:21]3[CH2:23][CH2:22]3)[C:10]([N:12]([CH2:17][CH2:18][S:19]([CH3:20])=[O:31])[S:13]([CH3:16])(=[O:14])=[O:15])=[CH:11][C:6]=2[O:5][C:4]=1[C:24]1[CH:25]=[CH:26][C:27]([F:30])=[CH:28][CH:29]=1)#[N:2] |f:1.2|. Procedure details: To a mixture of Example 12A (0.142 g, 0.320 mmol) in methanol (3 mL) cooled to 0-5° C. was slowly added dropwise a solution of 2 KHSO5.KHSO4.K2SO4 (0.216 g, 0.352 mmol) in water (1 mL). The reaction mixture was stirred for 10 minutes in the ice bath, then at room temperature for 22 hours. The reaction was incomplete by analytical LCMS so additional 2 KHSO5.KHSO4.K2SO4 (111 mg) was added in portions, followed by stirring at room temperature for 2.5 hours. Then more 2KHSO5.KHSO4.K2SO4 (245 mg) was...